Dataset: the Open Reaction Database (ORD), a public repository of structured organic reaction records. Task: describe an organic reaction: reactants, conditions, products, and yield Reactants: OC(C)C1OC(=CCC1)C (2-(1-hydroxyethyl)-3,4-dihydro-6-methyl-2H-pyran), ClC=1C=C(C(=O)OO)C=CC1 (m-chloroperoxybenzoic acid). The solvent is C(Cl)Cl (methylene chloride), C(Cl)Cl (methylene chloride). The product is CC12C(CCC(C(O1)C)O2)O (5,7-dimethyl-4-hydroxy-6,8-dioxabicyclo(3.2.1)octane). As a reaction SMILES: [OH:1][CH:2]([CH:4]1[CH2:9][CH2:8][CH:7]=[C:6]([CH3:10])[O:5]1)[CH3:3].ClC1C=C(C=CC=1)C(OO)=[O:16]>C(Cl)Cl>[CH3:10][C:6]12[O:5][CH:4]([CH:2]([CH3:3])[O:1]1)[CH2:9][CH2:8][CH:7]2[OH:16]. Procedure: A solution of 11.60 g of 16B in 25 ml of methylene chloride was added drop by drop to a stirred solution of 16.44 g of m-chloroperoxybenzoic acid in 150 ml of methylene chloride under a nitrogen atmosphere at 3° C.±10° C. The mixture was allowed to warm to room temperature and after 2 hours was washed with 800 ml of 25% aqueous potassium carbonate solution and saturated aqueous sodium chloride solution, dried (MgSO4) and stripped of solvent. The residue was chromatographed (high pressure liquid)...